Dataset: the Open Reaction Database (ORD), a public repository of structured organic reaction records. Task: describe an organic reaction: reactants, conditions, products, and yield Reactants: C=CC(=O)OCc1ccccc1, CCO, NCc1ccccc1. The product is O=C(CCNCc1ccccc1)OCc1ccccc1. RXN SMILES: [C:1]([CH:2]=[CH2:3])(=[O:4])[O:5][CH2:6][c:7]1[cH:8][cH:9][cH:10][cH:11][cH:12]1.[CH3:21][CH2:22][OH:23].[NH2:13][CH2:14][c:15]1[cH:16][cH:17][cH:18][cH:19][cH:20]1>>[C:1]([CH2:2][CH2:3][NH:13][CH2:14][c:15]1[cH:16][cH:17][cH:18][cH:19][cH:20]1)(=[O:4])[O:5][CH2:6][c:7]1[cH:8][cH:9][cH:10][cH:11][cH:12]1.